Dataset: the Open Reaction Database (ORD), a public repository of structured organic reaction records. Task: describe an organic reaction: reactants, conditions, products, and yield The reactants are CC(CC)(C)C1=CC=C(C=C1)NC(C)=O (N-[4-(1,1-dimethylpropyl)phenyl]acetamide), [N+](=O)(O)[O-] (HNO3). The solvent is C(C)(=O)OC(C)=O (acetic anhydride). Reaction conditions: temperature 0 celsius, time 18 hour. Yields the product CC(CC)(C)C1=CC(=C(C=C1)NC(C)=O)[N+](=O)[O-] (N-[4-(1,1-Dimethylpropyl)-2-nitrophenyl]acetamide). Isolated yield 100.0%. Reaction SMILES: [CH3:1][C:2]([C:6]1[CH:11]=[CH:10][C:9]([NH:12][C:13](=[O:15])[CH3:14])=[CH:8][CH:7]=1)([CH3:5])[CH2:3][CH3:4].[N+:16]([O-])([OH:18])=[O:17]>C(OC(=O)C)(=O)C>[CH3:5][C:2]([C:6]1[CH:7]=[CH:8][C:9]([NH:12][C:13](=[O:15])[CH3:14])=[C:10]([N+:16]([O-:18])=[O:17])[CH:11]=1)([CH3:1])[CH2:3][CH3:4]. Reported procedure: To a stirred solution of N-[4-(1,1-dimethylpropyl)phenyl]acetamide (Preparation 99, 12 g, 0.058 mol) in acetic anhydride (50 mL) at −5° C. was added HNO3 slowly. The reaction was maintained at 0° C. for 1 hour and then room temperature for 18 hours. The reaction was extracted with EtOAc, dried over Na2SO4 and concentrated in vacuo to afford the title compound (15 g, 100%). The reactants are Cc1ccc(CSCC(NC(=O)OC(C)(C)C)C(=O)O)cc1, ClCCl, [NH2-], O=C(O)C(F)(F)F. Yields the product [NH2-], Cc1ccc(CSCC(N)C(=O)O)cc1. As a reaction SMILES: [C:1]([O:2][C:3](=[O:4])[NH:8][CH:9]([CH2:10][S:11][CH2:12][c:13]1[cH:14][cH:15][c:16]([CH3:19])[cH:17][cH:18]1)[C:20](=[O:21])[OH:22])([CH3:5])([CH3:6])[CH3:7].[Cl:31][CH2:32][Cl:33].[NH2-:23].[OH:24][C:25]([C:26]([F:27])([F:28])[F:29])=[O:30]>>[NH2-:23].[NH2:8][CH:9]([CH2:10][S:11][CH2:12][c:13]1[cH:14][cH:15][c:16]([CH3:19])[cH:17][cH:18]1)[C:20](=[O:21])[OH:22]. Reactants: NCC=1C(=C(C(=CC1)Cl)OC=1C=C(C#N)C=C(C1)Br)F (3-{[3-(aminomethyl)-6-chloro-2-fluorophenyl]oxy}-5-bromobenzonitrile), C(CC)O (n-propanol), potassium vinyl trifluoroborate, TEA. Reagents/catalysts: C1=CC=C(C=C1)P([C-]2C=CC=C2)C3=CC=CC=C3.C1=CC=C(C=C1)P([C-]2C=CC=C2)C3=CC=CC=C3.Cl[Pd]Cl.[Fe+2] ([1,1′-bis(diphenylphosphino)ferrocene]dichloropalladium(II)). Run at temperature 120 celsius. The product is NCC=1C(=C(C(=CC1)Cl)OC=1C=C(C#N)C=C(C1)C=C)F (3-{[3-(aminomethyl)-6-chloro-2-fluorophenyl]oxy}-5-ethenylbenzonitrile). Isolated yield 87.0%. Reaction SMILES: [NH2:1][CH2:2][C:3]1[C:4]([F:20])=[C:5]([O:10][C:11]2[CH:12]=[C:13]([CH:16]=[C:17](Br)[CH:18]=2)[C:14]#[N:15])[C:6]([Cl:9])=[CH:7][CH:8]=1.[CH2:21](O)[CH2:22]C>C1C=CC(P(C2C=CC=CC=2)[C-]2C=CC=C2)=CC=1.C1C=CC(P(C2C=CC=CC=2)[C-]2C=CC=C2)=CC=1.Cl[Pd]Cl.[Fe+2]>[NH2:1][CH2:2][C:3]1[C:4]([F:20])=[C:5]([O:10][C:11]2[CH:12]=[C:13]([CH:16]=[C:17]([CH:21]=[CH2:22])[CH:18]=2)[C:14]#[N:15])[C:6]([Cl:9])=[CH:7][CH:8]=1 |f:2.3.4.5|. Reported procedure: 3-{[3-(aminomethyl)-6-chloro-2-fluorophenyl]oxy}-5-bromobenzonitrile (0.70 g, 1.969 mmol) was combined with potassium vinyl trifluoroborate (0.396 g, 2.95 mmol), [1,1′-bis(diphenylphosphino)ferrocene]dichloropalladium(II), dichloromethane complex (1:1) (0.058 g, 0.079 mmol) and TEA (0.412 mL, 2.95 mmol) in n-propanol (10 mL) and heated in a microwave reactor at 120° C. for 30 min. The reaction mixture was filtered through Celite™ and concentrated to dryness. The residue was dissolved in DCM, was... The reactants are CC(C)(C)[O-], CCCCCC, COC(=O)C(C)C(=O)OC, ClCc1ccc(Cl)nc1, [K+], C1CCOC1, O. Yields the product COC(=O)C(C)(Cc1ccc(Cl)nc1)C(=O)OC. RXN SMILES: [CH3:1][C:2]([CH3:3])([O-:4])[CH3:5].[CH3:32][CH2:33][CH2:34][CH2:35][CH2:36][CH3:37].[CH3:7][CH:8]([C:9](=[O:10])[O:11][CH3:12])[C:13](=[O:14])[O:15][CH3:16].[Cl:17][CH2:18][c:19]1[cH:20][n:21][c:22]([Cl:25])[cH:23][cH:24]1.[K+:6].[O:27]1[CH2:28][CH2:29][CH2:30][CH2:31]1.[OH2:26]>>[CH3:7][C:8]([C:9](=[O:10])[O:11][CH3:12])([C:13](=[O:14])[O:15][CH3:16])[CH2:18][c:19]1[cH:20][n:21][c:22]([Cl:25])[cH:23][cH:24]1. The reactants are intermediate 78A, COC(CCNC(=O)OCC1=CC=CC=C1)=O (3-benzyloxycarbonylamino-propanoic acid methyl ester), C(C)(C)(C)OC(=O)N1S(O[C@H](C1)C)(=O)=O ((S)-5-methyl-2,2-dioxo-[1,2,3]oxathiazolidine-3-carboxylic acid tert-butyl ester). Yields the product C(C1=CC=CC=C1)OC(=O)N1[C@@H](CNC(CC1)=O)C ((R)-2-methyl-5-oxo-[1,4]diazepane-1-carboxylic acid benzyl ester). Reaction SMILES: CO[C:3](=[O:17])[CH2:4][CH2:5][NH:6][C:7]([O:9][CH2:10][C:11]1[CH:16]=[CH:15][CH:14]=[CH:13][CH:12]=1)=[O:8].C(OC([N:25]1[CH2:29][C@H:28]([CH3:30])OS1(=O)=O)=O)(C)(C)C>>[CH2:10]([O:9][C:7]([N:6]1[CH2:5][CH2:4][C:3](=[O:17])[NH:25][CH2:29][C@H:28]1[CH3:30])=[O:8])[C:11]1[CH:12]=[CH:13][CH:14]=[CH:15][CH:16]=1. Reported procedure: In analogy to the procedure described in intermediate 78A, 3-benzyloxycarbonylamino-propanoic acid methyl ester and (S)-5-methyl-2,2-dioxo-[1,2,3]oxathiazolidine-3-carboxylic acid tert-butyl ester (Bioorg. Med. Chem. Lett. 2006, 16, 1207) gave the title compound. Colorless gum, MS: m/e=263.1 (MH+).